Dataset: the Open Reaction Database (ORD), a public repository of structured organic reaction records. Task: describe an organic reaction: reactants, conditions, products, and yield Reactants: BrC=1SC=CN1 (2-bromothiazole), FC1=CC=C(C=C1)CN1C(=NC2=C1C=CC=C2)NC2CCN(CC2)CCNC (1-[(4-fluorophenyl)methyl]-N-[1-[2-(methylamino)ethyl]-4-piperidinyl]-1H-benzimidazol-2-amine), C([O-])([O-])=O.[Na+].[Na+] (sodium carbonate), [I-].[K+] (potassium iodide). Solvent: CN(C(C)=O)C (N,N-dimethylacetamide). Conditions: temperature 140 celsius. The product is FC1=CC=C(C=C1)CN1C(=NC2=C1C=CC=C2)NC2CCN(CC2)CCN(C=2SC=CN2)C (1-[(4-fluorophenyl)methyl]-N-[1-[2-[methyl(2-thiazolyl)amino]ethyl]-4-piperidinyl]-1H-benzimidazol-2-amine). Yield: 50.0%. As a reaction SMILES: Br[C:2]1[S:3][CH:4]=[CH:5][N:6]=1.[F:7][C:8]1[CH:13]=[CH:12][C:11]([CH2:14][N:15]2[C:19]3[CH:20]=[CH:21][CH:22]=[CH:23][C:18]=3[N:17]=[C:16]2[NH:24][CH:25]2[CH2:30][CH2:29][N:28]([CH2:31][CH2:32][NH:33][CH3:34])[CH2:27][CH2:26]2)=[CH:10][CH:9]=1.C(=O)([O-])[O-].[Na+].[Na+].[I-].[K+]>CN(C)C(=O)C>[F:7][C:8]1[CH:13]=[CH:12][C:11]([CH2:14][N:15]2[C:19]3[CH:20]=[CH:21][CH:22]=[CH:23][C:18]=3[N:17]=[C:16]2[NH:24][CH:25]2[CH2:30][CH2:29][N:28]([CH2:31][CH2:32][N:33]([CH3:34])[C:2]3[S:3][CH:4]=[CH:5][N:6]=3)[CH2:27][CH2:26]2)=[CH:10][CH:9]=1 |f:2.3.4,5.6|. Procedure details: A mixture of 2.5 parts of 2-bromothiazole, 5.72 parts of 1-[(4-fluorophenyl)methyl]-N-[1-[2-(methylamino)ethyl]-4-piperidinyl]-1H-benzimidazol-2-amine, 1.6 parts of sodium carbonate, 0.1 parts of potassium iodide and 27 parts of N,N-dimethylacetamide was stirred and heated overnight at 140° C. The reaction mixture was poured onto water. The product was extracted with 4-methyl-2-pentanone. The extract was dried, filtered and evaporated. The residue was purified by column chromatography over silic... The reactants are OCC(=O)[C@@H](O)[C@H](O)[C@H](O)CO (fructose), C(CC(O)(C(=O)O)CC(=O)O)(=O)O (citric acid), C(CC(O)(C(=O)[O-])CC(=O)[O-])(=O)[O-].[Na+].[Na+].[Na+] (sodium citrate). The product is COC=1C=CC=CC1OCC(CO)O (guaifenesin). RXN SMILES: O[CH2:2][C:3]([C@H:5]([C@@H:7]([C@@H:9]([CH2:11]O)O)O)[OH:6])=[O:4].C(O)(=O)[CH2:14][C:15](CC(O)=O)([C:17](O)=[O:18])[OH:16].[C:26]([O-])(=O)CC(CC([O-])=O)(C([O-])=O)O.[Na+].[Na+].[Na+]>>[CH3:26][O:6][C:5]1[CH:7]=[CH:9][CH:11]=[CH:2][C:3]=1[O:4][CH2:14][CH:15]([OH:16])[CH2:17][OH:18] |f:2.3.4.5|. Procedure: The maltitol was similarly admixed with Phase F to form Phase G to which the ammonium glycyrrhizinate was added with another about 5 minutes mixing time being used. The flavors and colorants were then admixed, with a mixing time of about 5 minutes, followed by addition of a sufficient amount of liquid fructose to make the desired volume and mixing to homogeneity. The pH value was thereafter adjusted to be between 4 and 5 using a citric acid or sodium citrate solution. This composition provides 1... The product is C=C(C(=O)OCC)C(O)C(OC)OC. The reactants are C=CC(=O)OCC, CO, COC(C=O)OC. As a reaction SMILES: [C:1]([CH:2]=[CH2:3])(=[O:4])[O:5][CH2:6][CH3:7].[CH3:15][OH:16].[CH3:8][O:9][CH:10]([CH:11]=[O:12])[O:13][CH3:14]>>[C:1]([C:2](=[CH2:3])[CH:11]([CH:10]([O:9][CH3:8])[O:13][CH3:14])[OH:12])(=[O:4])[O:5][CH2:6][CH3:7]. Reactants: O.NN (hydrazine monohydrate), ClC=1C=CC(=C(C(=O)O)C1)OC(C)(C1=NN=C(N1C)C1=C(C=CC=C1)C(F)(F)F)C (5-chloro-2-(1-methyl-1-{4-methyl-5-[2-(trifluoromethyl)phenyl)-4H-1,2,4-triazol-3-yl}ethoxy)benzoic acid), WSC•monohydrochloride, C=1C=CC2=C(C1)N=NN2O (HOBt). Solvent: C(C)#N (acetonitrile), C(C)#N (acetonitrile). Conditions: time 30 minute. Yields the product ClC=1C=CC(=C(C(=O)NN)C1)OC(C)(C1=NN=C(N1C)C1=C(C=CC=C1)C(F)(F)F)C (5-chloro-2-(1-methyl-1-{4-methyl-5-[2-(trifluoromethyl)phenyl]-4H-1,2,4-triazol-3-yl}ethoxy)benzohydrazide). The yield is 79.2%. RXN SMILES: [Cl:1][C:2]1[CH:3]=[CH:4][C:5]([O:11][C:12]([CH3:30])([C:14]2[N:18]([CH3:19])[C:17]([C:20]3[CH:25]=[CH:24][CH:23]=[CH:22][C:21]=3[C:26]([F:29])([F:28])[F:27])=[N:16][N:15]=2)[CH3:13])=[C:6]([CH:10]=1)[C:7](O)=[O:8].C1C=CC2N(O)[N:38]=[N:37]C=2C=1.O.NN>C(#N)C>[Cl:1][C:2]1[CH:3]=[CH:4][C:5]([O:11][C:12]([CH3:13])([C:14]2[N:18]([CH3:19])[C:17]([C:20]3[CH:25]=[CH:24][CH:23]=[CH:22][C:21]=3[C:26]([F:29])([F:27])[F:28])=[N:16][N:15]=2)[CH3:30])=[C:6]([CH:10]=1)[C:7]([NH:37][NH2:38])=[O:8] |f:2.3|. Procedure details: 5-chloro-2-(1-methyl-1-{4-methyl-5-[2-(trifluoromethyl)phenyl)-4H-1,2,4-triazol-3-yl}ethoxy)benzoic acid (1.00 g) was suspended in acetonitrile (10 ml), and WSC•monohydrochloride (654 mg) and HOBt (461 mg) were added to thereto, followed by stirring at room temperature for 30 minutes. A mixture of hydrazine monohydrate (1.1 ml) and acetonitrile (10 ml) was ice-cooled and the above reaction solution was added thereto, followed by stirring for 2 hours. The reaction solution was concentrated under ...